Dataset: the Open Reaction Database (ORD), a public repository of structured organic reaction records. Task: describe an organic reaction: reactants, conditions, products, and yield Starting materials: C1(=CC=CC=C1)C=1CCN(CC1)C1=CC=C(C=C1)[N+](=O)[O-] (4-(4-phenyl-3,6-dihydro-2H-pyridin-1-yl)nitrobenzene), [H][H] (hydrogen). The reagents and catalysts are [Pd] (palladium on carbon). The solvent is C(C)O (ethyl alcohol), O1CCCC1 (tetrahydrofuran). The product is NC1=CC=C(C=C1)N1CCC(CC1)C1=CC=CC=C1 (1-(4-aminophenyl)-4-phenylpiperidine). Yield: 98.2%. As a reaction SMILES: [C:1]1([C:7]2[CH2:8][CH2:9][N:10]([C:13]3[CH:18]=[CH:17][C:16]([N+:19]([O-])=O)=[CH:15][CH:14]=3)[CH2:11][CH:12]=2)[CH:6]=[CH:5][CH:4]=[CH:3][CH:2]=1.[H][H]>C(O)C.O1CCCC1.[Pd]>[NH2:19][C:16]1[CH:15]=[CH:14][C:13]([N:10]2[CH2:9][CH2:8][CH:7]([C:1]3[CH:2]=[CH:3][CH:4]=[CH:5][CH:6]=3)[CH2:12][CH2:11]2)=[CH:18][CH:17]=1. Procedure details: To a solution of 4-(4-phenyl-3,6-dihydro-2H-pyridin-1-yl)nitrobenzene (6.4 g) in ethyl alcohol (192 ml) and tetrahydrofuran (192 ml) was added 10% palladium on carbon (0.64 g), and hydrogen gas at atmosphere pressure for 6 hours. The reaction mixture was filtered through celite and evaporated under reduced pressure to give 1-(4-aminophenyl)-4-phenylpiperidine (5.66 g). Starting materials: O=C1C=CN(C=C1)C1=CC=C(C(=O)O)C=C1 (4-(4-oxo-4H-pyridin-1-yl)benzoic acid), C(CCCCCCC)OC(CC#N)=O (octylcyanoacetate), C(C)(=O)OC(C)=O (acetic anhydride), C(CCCCCCC)OC(CC#N)=O (octylcyanoacetate). Run at temperature 130 celsius, time 8 hour. The product is C(CCCCCCC)OC(=O)C(=C1C=CN(C=C1)C1=CC=C(C(=O)O)C=C1)C#N (4-(4(octyloxycarbonylcyanomethylene)-4H-pyridin-1-yl)benzoic acid). Yield: 84.0%. Reaction SMILES: O=[C:2]1[CH:7]=[CH:6][N:5]([C:8]2[CH:16]=[CH:15][C:11]([C:12]([OH:14])=[O:13])=[CH:10][CH:9]=2)[CH:4]=[CH:3]1.[CH2:17]([O:25][C:26](=[O:30])[CH2:27][C:28]#[N:29])[CH2:18][CH2:19][CH2:20][CH2:21][CH2:22][CH2:23][CH3:24].C(OC(=O)C)(=O)C>>[CH2:17]([O:25][C:26]([C:27]([C:28]#[N:29])=[C:2]1[CH:7]=[CH:6][N:5]([C:8]2[CH:16]=[CH:15][C:11]([C:12]([OH:14])=[O:13])=[CH:10][CH:9]=2)[CH:4]=[CH:3]1)=[O:30])[CH2:18][CH2:19][CH2:20][CH2:21][CH2:22][CH2:23][CH3:24]. Procedure details: A mixture of 4-(4-oxo-4H-pyridin-1-yl)benzoic acid (814 mg, 3.5 mmol), octylcyanoacetate (3.44 g, 17.5 mmol) and acetic anhydride (45 ml) was heated at 130° C. for 3 hours. More octylcyanoacetate (3.44 g, 17.5 mmol) was added and the mixture heated for 3 hours more. The mixture was then filtered hot, and the filtrate was diluted with acetic acid (15 ml) and water (15 ml). Upon standing overnight in the refrigerator the product crystallized out and was isolated by suction filtration as a yellow s... Reactants: CO, CC(C)(Oc1ccc([N+](=O)[O-])cc1)C(N)=O. Product: CC(C)(Oc1ccc(N)cc1)C(N)=O. RXN SMILES: [CH3:17][OH:18].[N+:1]([O-:2])(=[O:3])[c:4]1[cH:5][cH:6][c:7]([O:8][C:9]([C:10](=[O:11])[NH2:12])([CH3:13])[CH3:14])[cH:15][cH:16]1>>[NH2:1][c:4]1[cH:5][cH:6][c:7]([O:8][C:9]([C:10](=[O:11])[NH2:12])([CH3:13])[CH3:14])[cH:15][cH:16]1. Reactants: COC1=CC(=C(OCCCC(C(=O)OC)(C)C)C=C1C)C (5-(4-Methoxy-2,5-dimethylphenoxy)-2,2-dimethyl-pentanoic acid, methyl ester), [OH-].[K+] (potassium hydroxide). The solvent is CO (methanol). Product: COC1=CC(=C(OCCCC(C(=O)O)(C)C)C=C1C)C (5-(4-Methoxy-2,5-dimethylphenoxy)-2,2-dimethylpentanoic acid). The yield is 86.3%. Reaction SMILES: [CH3:1][O:2][C:3]1[C:19]([CH3:20])=[CH:18][C:6]([O:7][CH2:8][CH2:9][CH2:10][C:11]([CH3:17])([CH3:16])[C:12]([O:14]C)=[O:13])=[C:5]([CH3:21])[CH:4]=1.[OH-].[K+]>CO>[CH3:1][O:2][C:3]1[C:19]([CH3:20])=[CH:18][C:6]([O:7][CH2:8][CH2:9][CH2:10][C:11]([CH3:16])([CH3:17])[C:12]([OH:14])=[O:13])=[C:5]([CH3:21])[CH:4]=1 |f:1.2|. Procedure: A solution containing 11.8 g (40.1 mmol) of 5-(4-methoxy-2,5-dimethylphenoxy)-2,2-dimethylpentanoic acid, methyl ester (Example 1), 40 mL of 2N potassium hydroxide and 150 mL of methanol is stirred at reflux for 18 hours overnight. The methanol is removed on a rotary evaporator and the aqueous solution diluted with water. After the aqueous solution is extracted with diethyl ether it is acidified with excess 6N hydrochloric acid solution and the precipitate is isolated with diethyl ether. The die... Starting materials: CC#CC(O)c1cccc(OCc2ccccc2)c1, COCCO[Al+]OCCOC, [H-], [H-], [Na+]. Product: CC=CC(O)c1cccc(OCc2ccccc2)c1. As a reaction SMILES: [CH2:15]([c:16]1[cH:17][cH:18][cH:19][cH:20][cH:21]1)[O:22][c:23]1[cH:24][c:25]([CH:29]([C:30]#[C:31][CH3:32])[OH:33])[cH:26][cH:27][cH:28]1.[CH3:2][O:3][CH2:4][CH2:5][O:6][Al+:7][O:8][CH2:9][CH2:10][O:11][CH3:12].[H-:14].[H-:1].[Na+:13]>>[CH2:15]([c:16]1[cH:17][cH:18][cH:19][cH:20][cH:21]1)[O:22][c:23]1[cH:24][c:25]([CH:29]([CH:30]=[CH:31][CH3:32])[OH:33])[cH:26][cH:27][cH:28]1. Reactants: COc1cc(Nc2c(C#N)cnc3cc(Br)ccc23)c(Cl)cc1Cl, CCCC[Sn](CCCC)(CCCC)c1cncn1CCN1CCOCC1, C1COCCO1, Cl[Pd]Cl, c1ccc(P(c2ccccc2)c2ccccc2)cc1, c1ccc(P(c2ccccc2)c2ccccc2)cc1. Yields the product COc1cc(Nc2c(C#N)cnc3cc(-c4cncn4CCN4CCOCC4)ccc23)c(Cl)cc1Cl. RXN SMILES: [Br:27][c:28]1[cH:29][cH:30][c:31]2[c:32]([NH:40][c:41]3[c:42]([Cl:50])[cH:43][c:44]([Cl:49])[c:45]([O:47][CH3:48])[cH:46]3)[c:33]([C:38]#[N:39])[cH:34][n:35][c:36]2[cH:37]1.[CH2:1]([Sn:2]([CH2:3][CH2:4][CH2:5][CH3:19])([c:6]1[cH:7][n:8][cH:9][n:10]1[CH2:11][CH2:12][N:13]1[CH2:14][CH2:15][O:16][CH2:17][CH2:18]1)[CH2:20][CH2:21][CH2:22][CH3:23])[CH2:24][CH2:25][CH3:26].[O:51]1[CH2:52][CH2:53][O:54][CH2:55][CH2:56]1.[Pd:57]([Cl:58])[Cl:59].[c:60]1([P:61]([c:62]2[cH:63][cH:64][cH:65][cH:66][cH:67]2)[c:68]2[cH:69][cH:70][cH:71][cH:72][cH:73]2)[cH:74][cH:75][cH:76][cH:77][cH:78]1.[c:79]1([P:80]([c:81]2[cH:82][cH:83][cH:84][cH:85][cH:86]2)[c:87]2[cH:88][cH:89][cH:90][cH:91][cH:92]2)[cH:93][cH:94][cH:95][cH:96][cH:97]1>>[c:6]1(-[c:28]2[cH:29][cH:30][c:31]3[c:32]([NH:40][c:41]4[c:42]([Cl:50])[cH:43][c:44]([Cl:49])[c:45]([O:47][CH3:48])[cH:46]4)[c:33]([C:38]#[N:39])[cH:34][n:35][c:36]3[cH:37]2)[cH:7][n:8][cH:9][n:10]1[CH2:11][CH2:12][N:13]1[CH2:14][CH2:15][O:16][CH2:17][CH2:18]1.